From a dataset of the Open Reaction Database (ORD), a public repository of structured organic reaction records. describe an organic reaction: reactants, conditions, products, and yield The reactants are C1CCOC1, [Li]CCCC, CCC1CCC(C2CCc3ccc(F)c(F)c3O2)CC1, CCCCCC, CC(=O)O, O, OO. Yields the product CCC1CCC(C2CCc3cc(O)c(F)c(F)c3O2)CC1. RXN SMILES: [CH2:1]1[CH2:4][CH2:3][CH2:2][O:5]1.[CH2:32]([Li:33])[CH2:34][CH2:35][CH3:36].[CH2:6]([CH3:7])[CH:8]1[CH2:9][CH2:10][CH:11]([CH:14]2[O:15][c:16]3[c:17]([F:25])[c:18]([F:24])[cH:19][cH:20][c:21]3[CH2:22][CH2:23]2)[CH2:12][CH2:13]1.[CH3:26][CH2:27][CH2:28][CH2:29][CH2:30][CH3:31].[CH3:40][C:41](=[O:42])[OH:43].[OH2:39].[OH:37][OH:38]>>[OH:5][c:19]1[c:18]([F:24])[c:17]([F:25])[c:16]2[c:21]([cH:20]1)[CH2:22][CH2:23][CH:14]([CH:11]1[CH2:10][CH2:9][CH:8]([CH2:6][CH3:7])[CH2:13][CH2:12]1)[O:15]2. Reactants: C(C)(=O)O[C@H]1C[C@@H](CC2=CC[C@H]3[C@@H]4CC[C@H]([C@@H](CCCC(C)(C)OC(C)=O)C)[C@]4(CC[C@@H]3[C@@]12C)C)OC(C)=O (1α,3β,25-triacetoxycholest-5-ene), BrN1C(=O)N(C(=O)C1(C)C)Br (1,3-dibromo-5,5-dimethylhydantoin), CC1=CC(=NC(=C1)C)C (s-collidine). Run in CCCCCC (hexane), C=1(C(=CC=CC1)C)C (xylene), C=1(C(=CC=CC1)C)C (Xylene), C(C)OC(C)=O (ethylacetate). Reaction conditions: temperature 95 celsius, time 20 minute. Product: C(C)(=O)O[C@H]1C[C@@H](CC2=CC=C3[C@@H]4CC[C@H]([C@@H](CCCC(C)(C)OC(C)=O)C)[C@]4(CC[C@@H]3[C@@]12C)C)OC(C)=O (1α,3β,25-triacetoxycholesta-5,7-diene). Isolated yield 87.3%. RXN SMILES: [C:1]([O:4][C@@H:5]1[C@@:33]2([CH3:34])[C:9](=[CH:10][CH2:11][C@@H:12]3[C@@H:32]2[CH2:31][CH2:30][C@@:29]2([CH3:35])[C@H:13]3[CH2:14][CH2:15][C@@H:16]2[C@H:17]([CH3:28])[CH2:18][CH2:19][CH2:20][C:21]([O:24][C:25](=[O:27])[CH3:26])([CH3:23])[CH3:22])[CH2:8][C@@H:7]([O:36][C:37](=[O:39])[CH3:38])[CH2:6]1)(=[O:3])[CH3:2].BrN1C(C)(C)C(=O)N(Br)C1=O.CC1C=C(C)N=C(C)C=1>CCCCCC.C1(C)C(C)=CC=CC=1.C(OC(=O)C)C>[C:1]([O:4][C@@H:5]1[C@@:33]2([CH3:34])[C:9](=[CH:10][CH:11]=[C:12]3[C@@H:32]2[CH2:31][CH2:30][C@@:29]2([CH3:35])[C@H:13]3[CH2:14][CH2:15][C@@H:16]2[C@H:17]([CH3:28])[CH2:18][CH2:19][CH2:20][C:21]([O:24][C:25](=[O:27])[CH3:26])([CH3:22])[CH3:23])[CH2:8][C@@H:7]([O:36][C:37](=[O:39])[CH3:38])[CH2:6]1)(=[O:3])[CH3:2]. Reported procedure: To a solution of 1α,3β,25-triacetoxycholest-5-ene (544 mg, 1 m mole) in dry hexane (10 m), 1,3-dibromo-5,5-dimethylhydantoin (172 mg, 0.6 m moles) was added dropwise under stirring and heating at oil bath temperature of 95° C., and the mixture was continued to react under the irradiation of infrared rays for 15 minutes. The reaction mixture was cooled, and the resulting precipitate was removed by filtration, the filtrate was concentrated at reduced pressure at 40° C. to afford a residual product... Reactants: CS(=O)(=O)Cl, ClCCl, Cl, [H-], [Na+], COc1ccc(-c2nc(CCO)c(C(=O)Nc3ccc(OC(=O)C(C)(C)C)c(OC)c3)s2)cc1. Yields the product COc1ccc(-c2nc3c(s2)C(=O)N(c2ccc(OC(=O)C(C)(C)C)c(OC)c2)CC3)cc1. As a reaction SMILES: [CH3:35][S:36](=[O:37])(=[O:38])[Cl:39].[Cl:43][CH2:44][Cl:45].[ClH:42].[H-:41].[Na+:40].[OH:1][CH2:2][CH2:3][c:4]1[n:5][c:6](-[c:27]2[cH:28][cH:29][c:30]([O:33][CH3:34])[cH:31][cH:32]2)[s:7][c:8]1[C:9](=[O:10])[NH:11][c:12]1[cH:13][c:14]([O:25][CH3:26])[c:15]([O:18][C:19]([C:20]([CH3:21])([CH3:22])[CH3:23])=[O:24])[cH:16][cH:17]1>>[CH2:2]1[CH2:3][c:4]2[n:5][c:6](-[c:27]3[cH:28][cH:29][c:30]([O:33][CH3:34])[cH:31][cH:32]3)[s:7][c:8]2[C:9](=[O:10])[N:11]1[c:12]1[cH:13][c:14]([O:25][CH3:26])[c:15]([O:18][C:19]([C:20]([CH3:21])([CH3:22])[CH3:23])=[O:24])[cH:16][cH:17]1. Reactants: C(C1=CC=CC=C1)(=O)OC(C)C=1SC=CN1 (1-(2-Thiazolyl)ethyl benzoate), BrCC(=O)C1=CC=CC=C1 (2-bromo-1-phenyl-1-ethanone), C(C)#N (acetonitrile). Run in ClCCl (dichloromethane). Run at time 3 hour. Product: [Br-].O=C(C[N+]1=C(SC=C1)C(C)OC(C1=CC=CC=C1)=O)C1=CC=CC=C1 (3-(2-Oxo-2-phenylethyl)-2-(1-benzoyloxyethyl)thiazolium bromide). The yield is 33.2%. Reaction SMILES: [C:1]([O:9][CH:10]([C:12]1[S:13][CH:14]=[CH:15][N:16]=1)[CH3:11])(=[O:8])[C:2]1[CH:7]=[CH:6][CH:5]=[CH:4][CH:3]=1.[Br:17][CH2:18][C:19]([C:21]1[CH:26]=[CH:25][CH:24]=[CH:23][CH:22]=1)=[O:20].C(#N)C>ClCCl>[Br-:17].[O:20]=[C:19]([C:21]1[CH:26]=[CH:25][CH:24]=[CH:23][CH:22]=1)[CH2:18][N+:16]1[CH:15]=[CH:14][S:13][C:12]=1[CH:10]([O:9][C:1](=[O:8])[C:2]1[CH:3]=[CH:4][CH:5]=[CH:6][CH:7]=1)[CH3:11] |f:4.5|. Procedure details: 1-(2-Thiazolyl)ethyl benzoate (2.0 g, 8.5 mmole), 2-bromo-1-phenyl-1-ethanone (1.7 g, 8.5 mmole), and acetonitrile (0.4 mL) were combined and heated at 115 C with stirring for 3 hr. After cooling, the reaction was diluted with 50 mL dichloromethane and extracted with 5×30 mL water. The combined, filtered water layers were evaporated to yield 2.2 g crude product, which crystallized from acetonitrile/ether after several days to afford 1.22 g of the title compound, mp 130–131.5 C. Starting materials: C(#N)C1=CC=C(CO)C=C1 (4-cyanobenzyl alcohol), BrC1=CC=C(C=C1)OC=1N=CN(C1)C(C1=CC=CC=C1)(C1=CC=CC=C1)C1=CC=CC=C1 (4-(4-bromophenyloxy)-1-trityl-imidazole). Product: BrC1=CC=C(C=C1)OC1=CN=CN1CC1=CC=C(C=C1)C#N (5-(4-Bromophenyloxy)-1-(4-cyanobenzyl)-imidazole). Reaction SMILES: [C:1]([C:3]1[CH:10]=[CH:9][C:6]([CH2:7]O)=[CH:5][CH:4]=1)#[N:2].[Br:11][C:12]1[CH:17]=[CH:16][C:15]([O:18][C:19]2[N:20]=[CH:21][N:22](C(C3C=CC=CC=3)(C3C=CC=CC=3)C3C=CC=CC=3)[CH:23]=2)=[CH:14][CH:13]=1>>[Br:11][C:12]1[CH:13]=[CH:14][C:15]([O:18][C:19]2[N:20]([CH2:7][C:6]3[CH:9]=[CH:10][C:3]([C:1]#[N:2])=[CH:4][CH:5]=3)[CH:21]=[N:22][CH:23]=2)=[CH:16][CH:17]=1. Procedure details: The title compound was prepared as a white solid using the protocol described in example 5, step C using, 4-cyanobenzyl alcohol and 4-(4-bromophenyloxy)-1-trityl-imidazole. The title compound was purified by chromatography (Silica gel 3:7 acetone in CHCl3).